This data is from the Open Reaction Database (ORD), a public repository of structured organic reaction records. The task is: describe an organic reaction: reactants, conditions, products, and yield Reactants: N1N=CC=C1 (pyrazole), ClC=1N=C(C2=C(N1)SC(=C2)C)NCC2=CC1=C(C=C2)OCCO1 (2-chloro-6-methyl-4-(3,4-ethylendioxybenzylamino)-thieno-[2,3-d]-pyrimidine). The product is N1(N=CC=C1)C=1N=C(C2=C(N1)SC(=C2)C)NCC2=CC1=C(C=C2)OCCO1 (2-(pyrazol-1-yl)-6-methyl-4-(3,4-ethylendioxybenzylamino)-thieno-[2,3-d]-pyrimidine). Reaction SMILES: [NH:1]1[CH:5]=[CH:4][CH:3]=[N:2]1.Cl[C:7]1[N:8]=[C:9]([NH:17][CH2:18][C:19]2[CH:24]=[CH:23][C:22]3[O:25][CH2:26][CH2:27][O:28][C:21]=3[CH:20]=2)[C:10]2[CH:15]=[C:14]([CH3:16])[S:13][C:11]=2[N:12]=1>>[N:1]1([C:7]2[N:8]=[C:9]([NH:17][CH2:18][C:19]3[CH:24]=[CH:23][C:22]4[O:25][CH2:26][CH2:27][O:28][C:21]=4[CH:20]=3)[C:10]3[CH:15]=[C:14]([CH3:16])[S:13][C:11]=3[N:12]=2)[CH:5]=[CH:4][CH:3]=[N:2]1. Procedure: Following the procedure of Example 97, the reaction of pyrazole with 2-chloro-6-methyl-4-(3,4-ethylendioxybenzylamino)-thieno-[2,3-d]-pyrimidine gives 2-(pyrazol-1-yl)-6-methyl-4-(3,4-ethylendioxybenzylamino)-thieno-[2,3-d]-pyrimidine. Starting materials: C(C)OC(C1=C(C=CC=C1)CBr)=O (2-bromomethyl-benzoic acid ethyl ester), C(C)OC(C=CC1=CC=C(C=C1)N)=O (4-aminocinnamic acid ethyl ester), NC1=CC=CC=C1 (aniline). Yields the product C(C)OC(C=CC1=CC=C(C=C1)N1C(C2=CC=CC=C2C1)=O)=O (3-[4-(1-oxo-1,3-dihydro-isoindol-2-yl)-phenyl]-acrylic acid ethyl ester). As a reaction SMILES: C(O[C:4](=[O:13])[C:5]1[CH:10]=[CH:9][CH:8]=[CH:7][C:6]=1[CH2:11]Br)C.[CH2:14]([O:16][C:17](=[O:27])[CH:18]=[CH:19][C:20]1[CH:25]=[CH:24][C:23]([NH2:26])=[CH:22][CH:21]=1)[CH3:15].NC1C=CC=CC=1>>[CH2:14]([O:16][C:17](=[O:27])[CH:18]=[CH:19][C:20]1[CH:21]=[CH:22][C:23]([N:26]2[CH2:11][C:6]3[C:5](=[CH:10][CH:9]=[CH:8][CH:7]=3)[C:4]2=[O:13])=[CH:24][CH:25]=1)[CH3:15]. Procedure details: By using 2-bromomethyl-benzoic acid ethyl ester and 4-aminocinnamic acid ethyl ester instead of 2-bromomethyl-6-nitro-benzoic acid methyl ester and aniline used in Example 25, synthesis was performed in the same manner as that of Example 25 to obtain 3-[4-(1-oxo-1,3-dihydro-isoindol-2-yl)-phenyl]-acrylic acid ethyl ester (Compound 23) as white crystals.